From a dataset of the Open Reaction Database (ORD), a public repository of structured organic reaction records. describe an organic reaction: reactants, conditions, products, and yield The reactants are [I-].ClC1=[N+](C=CC=C1)C (2-Chloro-1-methylpyridinium iodide), N1N=CC=C1 (pyrazole), C(C)(C)N(CC)C(C)C (diisopropylethylamine). Solvent: C(C)#N (acetonitrile). Conditions: time 8 hour. Yields the product [I-].C[N+]1=C(C=CC=C1)N1N=CC=C1 (1-methyl-2-(1-pyrazolyl)pyridinium iodide). Reaction SMILES: [I-:1].Cl[C:3]1[CH:8]=[CH:7][CH:6]=[CH:5][N+:4]=1[CH3:9].[NH:10]1[CH:14]=[CH:13][CH:12]=[N:11]1.C(N(C(C)C)CC)(C)C>C(#N)C>[I-:1].[CH3:9][N+:4]1[CH:5]=[CH:6][CH:7]=[CH:8][C:3]=1[N:10]1[CH:14]=[CH:13][CH:12]=[N:11]1 |f:0.1,5.6|. Procedure details: 2-Chloro-1-methylpyridinium iodide (5.0 g), pyrazole (1.3 g) and diisopropylethylamine (2.5 g) were added to acetonitrile (50 ml) and the mixture refluxed for 3.5 hours. The acetonitrile was removed and the residue dissolved in hot ethanol. The solution was left in the refrigerator overnight. The product was collected by filtration Yield, 1.73 g; mp 129°-130° C. The reactants are BrB(Br)Br, ClCCl, COc1cc(OC2CN(C(C)(C)CCC(C(N)=O)(c3ccccc3)c3ccccc3)C2)ccc1Cl. The product is CC(C)(CCC(C(N)=O)(c1ccccc1)c1ccccc1)N1CC(Oc2ccc(Cl)c(O)c2)C1. As a reaction SMILES: [B:1]([Br:2])([Br:3])[Br:4].[Cl:40][CH2:41][Cl:42].[Cl:5][c:6]1[c:7]([O:38][CH3:39])[cH:8][c:9]([O:10][CH:11]2[CH2:12][N:13]([C:15]([CH2:16][CH2:17][C:18]([C:19](=[O:20])[NH2:21])([c:22]3[cH:23][cH:24][cH:25][cH:26][cH:27]3)[c:28]3[cH:29][cH:30][cH:31][cH:32][cH:33]3)([CH3:34])[CH3:35])[CH2:14]2)[cH:36][cH:37]1>>[Cl:5][c:6]1[c:7]([OH:38])[cH:8][c:9]([O:10][CH:11]2[CH2:12][N:13]([C:15]([CH2:16][CH2:17][C:18]([C:19](=[O:20])[NH2:21])([c:22]3[cH:23][cH:24][cH:25][cH:26][cH:27]3)[c:28]3[cH:29][cH:30][cH:31][cH:32][cH:33]3)([CH3:34])[CH3:35])[CH2:14]2)[cH:36][cH:37]1. Starting materials: CC1=C(C(=NO1)C1=CC=CC=C1)COC1=CC=C(N=N1)N (6-(5-methyl-3-phenyl-isoxazol-4-ylmethoxy)-pyridazin-3-ylamine), O1CCC(CC1)C(=O)Cl (tetrahydro-2H-pyran-4-carbonyl chloride). Product: CC1=C(C(=NO1)C1=CC=CC=C1)COC1=CC=C(N=N1)NC(=O)C1CCOCC1 (Tetrahydro-pyran-4-carboxylic acid [6-(5-methyl-3-phenyl-isoxazol-4-ylmethoxy)-pyridazin-3-yl]-amide). Yield: 91.0%. Reaction SMILES: [CH3:1][C:2]1[O:6][N:5]=[C:4]([C:7]2[CH:12]=[CH:11][CH:10]=[CH:9][CH:8]=2)[C:3]=1[CH2:13][O:14][C:15]1[N:20]=[N:19][C:18]([NH2:21])=[CH:17][CH:16]=1.[O:22]1[CH2:27][CH2:26][CH:25]([C:28](Cl)=[O:29])[CH2:24][CH2:23]1>>[CH3:1][C:2]1[O:6][N:5]=[C:4]([C:7]2[CH:8]=[CH:9][CH:10]=[CH:11][CH:12]=2)[C:3]=1[CH2:13][O:14][C:15]1[N:20]=[N:19][C:18]([NH:21][C:28]([CH:25]2[CH2:26][CH2:27][O:22][CH2:23][CH2:24]2)=[O:29])=[CH:17][CH:16]=1. Reported procedure: As described for example 18, 6-(5-methyl-3-phenyl-isoxazol-4-ylmethoxy)-pyridazin-3-ylamine (280 mg, 1 mmol) was converted, using tetrahydro-2H-pyran-4-carbonyl chloride instead of methoxyacetyl chloride, to the title compound (360 mg, 91%) which was obtained as a white solid. MS: m/e=395.1 [M+H]+. Starting materials: ClCCCOC1=CC=C(C=O)C=C1 (4-chloropropoxybenzaldehyde), COC1=CC2=C(N=C(O2)C)C=C1 (6-methoxy-2-methylbenzoxazole). The product is ClCCCOC1=CC=C(C=C1)/C=C/C=1OC2=C(N1)C=CC(=C2)OC ((E)-2-[2-(4-chloropropoxyphenyl)ethenyl]-6-methoxybenzoxazole). The yield is 69.0%. RXN SMILES: [Cl:1][CH2:2][CH2:3][CH2:4][O:5][C:6]1[CH:13]=[CH:12][C:9]([CH:10]=O)=[CH:8][CH:7]=1.[CH3:14][O:15][C:16]1[CH:25]=[CH:24][C:19]2[N:20]=[C:21]([CH3:23])[O:22][C:18]=2[CH:17]=1>>[Cl:1][CH2:2][CH2:3][CH2:4][O:5][C:6]1[CH:13]=[CH:12][C:9](/[CH:10]=[CH:23]/[C:21]2[O:22][C:18]3[CH:17]=[C:16]([O:15][CH3:14])[CH:25]=[CH:24][C:19]=3[N:20]=2)=[CH:8][CH:7]=1. Procedure: The procedure of Example 8 was followed starting with 4-chloropropoxybenzaldehyde of Example 8 (1.9 g, 10 mmol) and using 6-methoxy-2-methylbenzoxazole in place of 2-methylbenzoxazole (1.6 ml, 10 mmol) to give 2.4 g (69% yield) of (E)-2-[2-(4-chloropropoxyphenyl)ethenyl]-6-methoxybenzoxazole as an amber oil. 1H NMR (CDCl3): δ 8.29-6.99 (m, 9H), 4.22 (t, J=5.4 Hz, 2H), 3.93 (s, 3H), 3.24 (m, 2H), 2.51 (m, 2H). The reactants are CCOC(=O)CC(C#N)(CC(=O)OCC)c1ccc(Cl)c(Cl)c1, CCO, N, O. Yields the product CCOC(=O)CC1(c2ccc(Cl)c(Cl)c2)CNC(=O)C1. Reaction SMILES: [CH2:1]([CH3:2])[O:3][C:4]([CH2:5][C:6]([CH2:7][C:8](=[O:9])[O:10][CH2:11][CH3:12])([c:13]1[cH:14][c:15]([Cl:20])[c:16]([Cl:19])[cH:17][cH:18]1)[C:21]#[N:22])=[O:23].[CH3:24][CH2:25][OH:26].[NH3:27].[OH2:28]>>[CH2:1]([CH3:2])[O:3][C:4]([CH2:5][C:6]1([c:13]2[cH:14][c:15]([Cl:20])[c:16]([Cl:19])[cH:17][cH:18]2)[CH2:7][C:8](=[O:9])[NH:22][CH2:21]1)=[O:23].